This data is from the Open Reaction Database (ORD), a public repository of structured organic reaction records. The task is: describe an organic reaction: reactants, conditions, products, and yield The reactants are CC1=CC=C(C=C1)S(=O)(=O)NCCC=1C=CC=C2C=C(CC12)C (4-methyl-N-[2-(2-methyl-1H-inden-7-yl)ethyl]-benzenesulfonamide), C(=O)([O-])[O-].[Cs+].[Cs+] (Cs2CO3), white solid, CI (MeI). Run in CN(C)C=O (DMF). Reaction conditions: temperature 50 celsius, time 24 hour. Yields the product CN(S(=O)(=O)C1=CC=C(C=C1)C)CCC=1C=CC=C2C=C(CC12)C (N,4-Dimethyl-N-[2-(2-methyl-1H-inden-7-yl)ethyl]benzenesulfonamide). RXN SMILES: [CH3:1][C:2]1[CH:7]=[CH:6][C:5]([S:8]([NH:11][CH2:12][CH2:13][C:14]2[CH:15]=[CH:16][CH:17]=[C:18]3[C:22]=2[CH2:21][C:20]([CH3:23])=[CH:19]3)(=[O:10])=[O:9])=[CH:4][CH:3]=1.[C:24]([O-])([O-])=O.[Cs+].[Cs+].CI>CN(C=O)C>[CH3:24][N:11]([CH2:12][CH2:13][C:14]1[CH:15]=[CH:16][CH:17]=[C:18]2[C:22]=1[CH2:21][C:20]([CH3:23])=[CH:19]2)[S:8]([C:5]1[CH:4]=[CH:3][C:2]([CH3:1])=[CH:7][CH:6]=1)(=[O:10])=[O:9] |f:1.2.3|. Procedure details: To a solution of 15.0 g (45.8 mmol) of 4-methyl-N-[2-(2-methyl-1H-inden-7-yl)ethyl]-benzenesulfonamide in 100 mL of dry DMF at room temperature, 22.4 g (68.7 mmol) of Cs2CO3 was added, followed by the dropwise addition of 10.0 g (70.4 mmol) of MeI over a 10 minute period. This mixture was stirred for 24 hours at 50° C. and then evaporated under vacuum. To the residue, 200 mL of water and 200 mL of dichloromethane were added. The organic layer was separated, and the aqueous layer was washed with ...